From a dataset of the Open Reaction Database (ORD), a public repository of structured organic reaction records. describe an organic reaction: reactants, conditions, products, and yield The reactants are CC(C)(C)OC(=O)C=Cc1cccc(Br)c1, CO, C1CCOC1, O=[Pt]=O. Yields the product CC(C)(C)OC(=O)CCc1cccc(Br)c1. Reaction SMILES: [C:1]([CH3:2])([CH3:3])([CH3:4])[O:5][C:6]([CH:7]=[CH:8][c:9]1[cH:10][c:11]([Br:15])[cH:12][cH:13][cH:14]1)=[O:16].[CH3:17][OH:18].[O:19]1[CH2:20][CH2:21][CH2:22][CH2:23]1.[Pt:24](=[O:25])=[O:26]>>[C:1]([CH3:2])([CH3:3])([CH3:4])[O:5][C:6]([CH2:7][CH2:8][c:9]1[cH:10][c:11]([Br:15])[cH:12][cH:13][cH:14]1)=[O:16].